Dataset: the Open Reaction Database (ORD), a public repository of structured organic reaction records. Task: describe an organic reaction: reactants, conditions, products, and yield The reactants are Ice water, [N+](=O)(O)[O-] (nitric acid), S(O)(O)(=O)=O (sulphuric acid), C1(=CC=CC=C1)[C@@H]1CC[C@H](CC1)C(=O)OC (methyl trans-4-phenylcyclohexanecarboxylate). The solvent is C(Cl)(Cl)(Cl)Cl (carbon tetrachloride). Conditions: time 16 hour. Product: [N+](=O)([O-])C1=CC=C(C=C1)[C@@H]1CC[C@H](CC1)C(=O)OC (methyl trans-4-(4-nitrophenyl)cyclohexanecarboxylate). RXN SMILES: [N+:1]([O-:4])(O)=[O:2].S(=O)(=O)(O)O.[C:10]1([C@H:16]2[CH2:21][CH2:20][C@H:19]([C:22]([O:24][CH3:25])=[O:23])[CH2:18][CH2:17]2)[CH:15]=[CH:14][CH:13]=[CH:12][CH:11]=1>C(Cl)(Cl)(Cl)Cl>[N+:1]([C:13]1[CH:14]=[CH:15][C:10]([C@H:16]2[CH2:17][CH2:18][C@H:19]([C:22]([O:24][CH3:25])=[O:23])[CH2:20][CH2:21]2)=[CH:11][CH:12]=1)([O-:4])=[O:2]. Reported procedure: A mixture of 65% nitric acid (6.2 mL) and 95% sulphuric acid (7.8 mL) in carbon tetrachloride (10 mL) was added dropwise to a solution of methyl trans-4-phenylcyclohexanecarboxylate (6940 mg) keeping the internal temperature below 5° C. The mixture was allowed to warm and stirred for 16 h. Ice/water (50 mL) was added and the mixture was extracted with DCM (2×75 mL). The extracts were combined, washed with brine (50 mL), dried and concentrated in vacuo to give an oil. This oil was chromatographed... Starting materials: COC(=O)CCCCCCCCC(=O)O, O=S(Cl)Cl. The product is COC(=O)CCCCCCCCC(=O)Cl. RXN SMILES: [C:5]([CH2:6][CH2:7][CH2:8][CH2:9][CH2:10][CH2:11][CH2:12][CH2:13][C:14](=[O:15])[OH:16])(=[O:17])[O:18][CH3:19].[S:1]([Cl:2])([Cl:3])=[O:4]>>[Cl:3][C:14]([CH2:13][CH2:12][CH2:11][CH2:10][CH2:9][CH2:8][CH2:7][CH2:6][C:5](=[O:17])[O:18][CH3:19])=[O:15]. Isolated yield 91.2%. Reaction SMILES: [CH2:1]1[O:9][C:8]2[C:3](=[CH:4][C:5]([O:13][CH2:14][C:15]3[CH:20]=[CH:19][CH:18]=[CH:17][CH:16]=3)=[C:6]([C:10](=[O:12])[CH3:11])[CH:7]=2)[O:2]1.[H-].[Na+].[CH3:23][O:24][C:25](=O)[O:26]C>>[CH2:1]1[O:9][C:8]2[C:3](=[CH:4][C:5]([O:13][CH2:14][C:15]3[CH:20]=[CH:19][CH:18]=[CH:17][CH:16]=3)=[C:6]([C:10](=[O:12])[CH2:11][C:25]([O:24][CH3:23])=[O:26])[CH:7]=2)[O:2]1 |f:1.2|. Yields the product C1OC2=CC(=C(C=C2O1)C(CC(=O)OC)=O)OCC1=CC=CC=C1 (methyl 4,5-(methylenedioxy)-β-oxo-2-(phenylmethoxy)benzenepropanoate). The reactants are C1OC2=CC(=C(C=C2O1)C(C)=O)OCC1=CC=CC=C1 (1-[4,5-(methylenedioxy)-2-(phenylmethoxy)phenyl]ethanone), [H-].[Na+] (sodium hydride), COC(OC)=O (dimethylcarbonate). Procedure details: A mixture of 1-[4,5-(methylenedioxy)-2-(phenylmethoxy)phenyl]ethanone (5.4 g, 0.02 mol), sodium hydride (1.6 g of 60% sodium hydride, 0.04 mol) and dimethylcarbonate (18 g, 0.2 mol) was heated to 70°-75° C. for 20 minutes. After evaporating the excess dimethylcarbonate under reduced pressure, the residue was acidified with 10% HCl solution and extracted with ether. The ether solution was washed with water, dried (Na2SO4), filtered and concentrated under reduced pressure. The crude product was fi... Reactants: NS(=O)(=O)C=1C(=CC(=C(C(=O)OCCCC(=O)O)C1)NCC=1OC=CC1)Cl (4-(5-(Aminosulfonyl)-4-chloro-2-[(2-furanylmethyl)amino]benzoyloxy)butanoic acid), C1(=CC=C(C=C1)S(=O)(=O)O)C (p-toluenesulfonic acid), OC[C@@H](C)N[C@H]([C@H](O)C1=CC(=CC(=C1)F)F)C ((rac)-(R*,S*)-2-((2-hydroxy-(R)-1-methylethyl)amino)-1-(3,5-difluorophenyl)propanol). Solvent: C1=CC=CC=C1 (benzene), O (water), C1=CC=CC=C1 (benzene), C1(=CC=CC=C1)C (toluene), C1=CC=CC=C1 (benzene). The product is NS(=O)(=O)C=1C(=CC(=C(C(=O)OCCCC(=O)OC[C@@H](C)N[C@@H]([C@@H](O)C2=CC(=CC(=C2)F)F)C)C1)NCC=1OC=CC1)Cl ((rac)-(R*,S*)-2-((2-(3,5-difluorophenyl)-2-hydroxy-1-methylethyl)amino)-(R)-2-methylethyl 4-(5-(aminosulfonyl)-4-chloro-2-[(2-furanylmethyl)amino]benzoyloxy)butanoate). RXN SMILES: [OH:1][CH2:2][C@H:3]([NH:5][C@@H:6]([CH3:17])[C@@H:7]([C:9]1[CH:14]=[C:13]([F:15])[CH:12]=[C:11]([F:16])[CH:10]=1)[OH:8])[CH3:4].[NH2:18][S:19]([C:22]1[C:23]([Cl:44])=[CH:24][C:25]([NH:37][CH2:38][C:39]2[O:40][CH:41]=[CH:42][CH:43]=2)=[C:26]([CH:36]=1)[C:27]([O:29][CH2:30][CH2:31][CH2:32][C:33](O)=[O:34])=[O:28])(=[O:21])=[O:20].C1(C)C=CC(S(O)(=O)=O)=CC=1>O.C1C=CC=CC=1.C1(C)C=CC=CC=1>[NH2:18][S:19]([C:22]1[C:23]([Cl:44])=[CH:24][C:25]([NH:37][CH2:38][C:39]2[O:40][CH:41]=[CH:42][CH:43]=2)=[C:26]([CH:36]=1)[C:27]([O:29][CH2:30][CH2:31][CH2:32][C:33]([O:1][CH2:2][C@H:3]([NH:5][C@H:6]([CH3:17])[C@H:7]([C:9]1[CH:10]=[C:11]([F:16])[CH:12]=[C:13]([F:15])[CH:14]=1)[OH:8])[CH3:4])=[O:34])=[O:28])(=[O:20])=[O:21]. Procedure details: The free base of (rac)-(R*,S*)-2-((2-hydroxy-(R)-1-methylethyl)amino)-1-(3,5-difluorophenyl)propanol (21) (0.023 mole) and benzene (30 mL) (or toluene) is added to a round-bottomed flask. 4-(5-(Aminosulfonyl)-4-chloro-2-[(2-furanylmethyl)amino]benzoyloxy)butanoic acid (0.025 mole), benzene (30 mL), and p-toluenesulfonic acid (0.026) catalyst is added to the flask. A Dean-Stark trap is filled with benzene, and the contents of the flask is refluxed with stirring for several hours or until no addit... The reactants are COC(=O)c1cc2scc(Br)c2[nH]1, CC(C)=O, O=C1CCC(=O)N1Cl, [I-], [Na+], [Na+], [Na+], O=S([O-])[O-]. The product is COC(=O)c1[nH]c2c(Br)csc2c1I. Reaction SMILES: [CH3:11][O:12][C:13](=[O:14])[c:15]1[cH:16][c:17]2[c:18]([nH:19]1)[c:20]([Br:23])[cH:21][s:22]2.[CH3:30][C:31](=[O:32])[CH3:33].[Cl:1][N:2]1[C:3](=[O:4])[CH2:5][CH2:6][C:7]1=[O:8].[I-:10].[Na+:28].[Na+:29].[Na+:9].[S:24]([O-:25])([O-:26])=[O:27]>>[I:10][c:16]1[c:15]([C:13]([O:12][CH3:11])=[O:14])[nH:19][c:18]2[c:17]1[s:22][cH:21][c:20]2[Br:23]. Reactants: NC1=C(C=CC=C1)S(=O)(=O)NC=1C=NC(=C(C1)C)C (2-amino-N-(5,6-dimethylpyridin-3-yl)benzenesulfonamide), C(=O)(N1C=NC=C1)N1C=NC=C1 (1,1′-carbonyldiimidazole). Run in ClCCCl (1,2-dichloroethane). Product: CC=1C=C(C=NC1C)N1S(C2=C(NC1=O)C=CC=C2)(=O)=O (2-(5,6-dimethylpyridin-3-yl)-2H-1,2,4-benzothiadiazin-3(4H)-one 1,1-dioxide). The yield is 55.0%. Reaction SMILES: [NH2:1][C:2]1[CH:7]=[CH:6][CH:5]=[CH:4][C:3]=1[S:8]([NH:11][C:12]1[CH:13]=[N:14][C:15]([CH3:19])=[C:16]([CH3:18])[CH:17]=1)(=[O:10])=[O:9].[C:20](N1C=CN=C1)(N1C=CN=C1)=[O:21]>ClCCCl>[CH3:18][C:16]1[CH:17]=[C:12]([N:11]2[C:20](=[O:21])[NH:1][C:2]3[CH:7]=[CH:6][CH:5]=[CH:4][C:3]=3[S:8]2(=[O:10])=[O:9])[CH:13]=[N:14][C:15]=1[CH3:19]. Reported procedure: The title compound (2.17 g, 7.15 mmol) was prepared from 2-amino-N-(5,6-dimethylpyridin-3-yl)benzenesulfonamide (2.7 g, 13.0 mmol) and 1,1′-carbonyldiimidazole (4.74 g, 29.2 mmol) in 1,2-dichloroethane (25 mL) at 110° C. for 3 h using the methods of (IntA14), step 3. Reactants: CC(C)N1C=CC=2C(=CC=C(C12)OC)C(=O)O (1-(1-methylethyl)-7-(methyloxy)-1H-indole-4-carboxylic acid), NCC=1C(NC(=CC1CCC)C)=O (3-(aminomethyl)-6-methyl-4-propyl-2(1H)-pyridinone), ON1N=NC2=C1N=CC=C2 (1-hydroxy-7-azabenzotriazole), C(CCl)Cl (EDC), CN1CCOCC1 (N-methylmorpholine). Run in CS(=O)C (DMSO), O (water). Conditions: time 16 hour. The product is CC(C)N1C=CC=2C(=CC=C(C12)OC)C(=O)NCC=1C(NC(=CC1CCC)C)=O (1-(1-methylethyl)-N-[(6-methyl-2-oxo-4-propyl-1,2-dihydro-3-pyridinyl)methyl]-7-(methyloxy)-1H-indole-4-carboxamide). Isolated yield 60.8%. Reaction SMILES: [CH3:1][CH:2]([N:4]1[C:12]2[C:11]([O:13][CH3:14])=[CH:10][CH:9]=[C:8]([C:15]([OH:17])=O)[C:7]=2[CH:6]=[CH:5]1)[CH3:3].[NH2:18][CH2:19][C:20]1[C:21](=[O:30])[NH:22][C:23]([CH3:29])=[CH:24][C:25]=1[CH2:26][CH2:27][CH3:28].ON1C2N=CC=CC=2N=N1.C(Cl)CCl.CN1CCOCC1>O.CS(C)=O>[CH3:3][CH:2]([N:4]1[C:12]2[C:11]([O:13][CH3:14])=[CH:10][CH:9]=[C:8]([C:15]([NH:18][CH2:19][C:20]3[C:21](=[O:30])[NH:22][C:23]([CH3:29])=[CH:24][C:25]=3[CH2:26][CH2:27][CH3:28])=[O:17])[C:7]=2[CH:6]=[CH:5]1)[CH3:1]. Procedure: Added 1-(1-methylethyl)-7-(methyloxy)-1H-indole-4-carboxylic acid (160 mg, 0.686 mmol), 3-(aminomethyl)-6-methyl-4-propyl-2(1H)-pyridinone (186 mg, 0.857 mmol), 1-hydroxy-7-azabenzotriazole (187 mg, 1.372 mmol), EDC (263 mg, 1.372 mmol) and N-methylmorpholine (0.302 mL, 2.74 mmol) to DMSO (10 mL) and stirred mixture at RT for 16 h. Added 25 ml of water and stirred for 10 minutes. Filtered off solids and dried in vacuo. The solids were purified by column chromatography (Biotage; 0% to 15% gradien... Starting materials: [H-].[Al+3].[Li+].[H-].[H-].[H-] (lithium aluminum hydride), CN1CC2OC2(CC1)C1=CC=CC=C1 (3-Methyl-6-phenyl-7-oxa-3-azabicyclo[4.1.0]heptane), [H-].[Al+3].[Li+].[H-].[H-].[H-] (lithium aluminum hydride), O (water). Run in CCOCC (ether), CCOCC (ether). Reaction conditions: time 4 hour. The product is CN1C[C@H]([C@H](CC1)C1=CC=CC=C1)O (cis-1-Methyl-4-phenyl-3-piperidinol). As a reaction SMILES: [CH3:1][N:2]1[CH2:8][CH2:7][C:6]2([C:9]3[CH:14]=[CH:13][CH:12]=[CH:11][CH:10]=3)[CH:4]([O:5]2)[CH2:3]1.[H-].[Al+3].[Li+].[H-].[H-].[H-].O>CCOCC>[CH3:1][N:2]1[CH2:8][CH2:7][C@H:6]([C:9]2[CH:14]=[CH:13][CH:12]=[CH:11][CH:10]=2)[C@H:4]([OH:5])[CH2:3]1 |f:1.2.3.4.5.6|. Reported procedure: A solution of 3-methyl-6-phenyl-7-oxa-3-azabicyclo[4.1.0]-heptane (1.00 g; 5.30 mmoles, described in Example 6) in anhydrous ether (10 ml) is added dropwise, with stirring to a slurry of lithium aluminum hydride (0.50 g, 13.2 mmoles) in anhydrous ether (50 ml). The mixture is stirred for 4 hours at room temperature. Excess lithium aluminum hydride is decomposed by slow addition of water (10 ml). The white precipitate is filtered and washed with ether. The combined ether layers are dried over pot... Reactants: [N+](=[N-])=CC(=O)OCC (ethyl diazoacetate), OC1CCC(CC1)N1C=2N(C(=C(C1=O)CC1=CC=C(C=C1)C=1C(=CC=CC1)C#N)CCC)N=C(N2)C(F)(F)F (4′-{[4-(4-hydroxycyclohexyl)-5-oxo-7-propyl-2-(trifluoromethyl)-4,5-dihydro[1,2,4]triazolo[1,5-a]pyrimidin-6-yl]methyl}biphenyl-2-carbonitrile). The reagents and catalysts are C(C)(=O)[O-].[Rh+2].C(C)(=O)[O-] (rhodium(II) acetate). The solvent is C1(=CC=CC=C1)C (toluene). Run at temperature 80 celsius, time 1 hour. Yields the product C(#N)C1=C(C=CC=C1)C1=CC=C(C=C1)CC=1C(N(C=2N(C1CCC)N=C(N2)C(F)(F)F)C2CCC(CC2)OCC(=O)OCC)=O (ethyl [(4-{6-[(2′-cyanobiphenyl-4-yl)methyl]-5-oxo-7-propyl-2-(trifluoromethyl)[1,2,4]triazolo[1,5-a]pyrimidin-4(5H)-yl}cyclohexyl)oxy]acetate), compound. Isolated yield 28.0%. As a reaction SMILES: [OH:1][CH:2]1[CH2:7][CH2:6][CH:5]([N:8]2[C:13](=[O:14])[C:12]([CH2:15][C:16]3[CH:21]=[CH:20][C:19]([C:22]4[C:23]([C:28]#[N:29])=[CH:24][CH:25]=[CH:26][CH:27]=4)=[CH:18][CH:17]=3)=[C:11]([CH2:30][CH2:31][CH3:32])[N:10]3[N:33]=[C:34]([C:36]([F:39])([F:38])[F:37])[N:35]=[C:9]23)[CH2:4][CH2:3]1.[N+](=[CH:42][C:43]([O:45][CH2:46][CH3:47])=[O:44])=[N-]>C([O-])(=O)C.[Rh+2].C([O-])(=O)C.C1(C)C=CC=CC=1>[C:28]([C:23]1[CH:24]=[CH:25][CH:26]=[CH:27][C:22]=1[C:19]1[CH:18]=[CH:17][C:16]([CH2:15][C:12]2[C:13](=[O:14])[N:8]([CH:5]3[CH2:6][CH2:7][CH:2]([O:1][CH2:42][C:43]([O:45][CH2:46][CH3:47])=[O:44])[CH2:3][CH2:4]3)[C:9]3[N:10]([N:33]=[C:34]([C:36]([F:38])([F:39])[F:37])[N:35]=3)[C:11]=2[CH2:30][CH2:31][CH3:32])=[CH:21][CH:20]=1)#[N:29] |f:2.3.4|. Procedure: To a mixture of 4′-{[4-(4-hydroxycyclohexyl)-5-oxo-7-propyl-2-(trifluoromethyl)-4,5-dihydro[1,2,4]triazolo[1,5-a]pyrimidin-6-yl]methyl}biphenyl-2-carbonitrile (2.14 g), rhodium(II) acetate (dimer) (88 mg) and toluene (20 mL) was added dropwise ethyl diazoacetate (571 mg) under an argon atmosphere at 80° C., and the mixture was stirred at 80° C. for 1 hr. The reaction mixture was concentrated under reduced pressure, and the residue was purified by silica gel chromatography [eluent: hexane/ethyl a...